This data is from the Open Reaction Database (ORD), a public repository of structured organic reaction records. The task is: describe an organic reaction: reactants, conditions, products, and yield The reactants are Cc1nc2sccn2c(=O)c1-c1ccc(C#N)cc1, COc1cccc(C=O)c1OCC(C)(C)C, CC[O-], CCO, [Na+]. The product is COc1cccc(C=Cc2nc3sccn3c(=O)c2-c2ccc(C#N)cc2)c1OCC(C)(C)C. Reaction SMILES: [CH3:1][c:2]1[n:3][c:4]2[n:5]([c:6](=[O:16])[c:7]1-[c:8]1[cH:9][cH:10][c:11]([C:12]#[N:13])[cH:14][cH:15]1)[cH:17][cH:18][s:19]2.[CH3:20][O:21][c:22]1[c:23]([O:30][CH2:31][C:32]([CH3:33])([CH3:34])[CH3:35])[c:24]([CH:25]=[O:26])[cH:27][cH:28][cH:29]1.[CH3:37][CH2:38][O-:39].[CH3:40][CH2:41][OH:42].[Na+:36]>>[CH:1]([c:2]1[n:3][c:4]2[n:5]([c:6](=[O:16])[c:7]1-[c:8]1[cH:9][cH:10][c:11]([C:12]#[N:13])[cH:14][cH:15]1)[cH:17][cH:18][s:19]2)=[CH:25][c:24]1[c:23]([O:30][CH2:31][C:32]([CH3:33])([CH3:34])[CH3:35])[c:22]([O:21][CH3:20])[cH:29][cH:28][cH:27]1. Reactants: C(C)(C)N1CCCC1 (N-isopropylpyrrolidine), COCCl (chloromethyl methyl ether). Solvent: CC(CC)=O (2-butanone). Conditions: time 10 hour. Yields the product [Cl-].COC[N+]1(CCCC1)C(C)C (N-Methoxymethyl-N-Isopropylpyrrolidinium Chloride). Reaction SMILES: [CH:1]([N:4]1[CH2:8][CH2:7][CH2:6][CH2:5]1)([CH3:3])[CH3:2].[CH3:9][O:10][CH2:11][Cl:12]>CC(=O)CC>[Cl-:12].[CH3:9][O:10][CH2:11][N+:4]1([CH:1]([CH3:3])[CH3:2])[CH2:8][CH2:7][CH2:6][CH2:5]1 |f:3.4|. Procedure: A 40.00 g quantity of N-isopropylpyrrolidine was dissolved in 361 g of dehydrated 2-butanone (reagent, product of Wako Pure Chemical Ind. Ltd.), followed by replacement with nitrogen. To the solution was added dropwise 28.76 g of chloromethyl methyl ether (reagent, product of Tokyo Kasei Co., Ltd. as purified by distillation) at 5° C. over a period of 0.5 hour. The mixture was thereafter heated to a gradually elevated temperature and stirred at room temperature for 10 hours, whereby the reaction... The reactants are FC(C(=O)NCC(C)=O)(F)F (Trifluoroacetamidoacetone), COC=1C=CC(=CC1)P2(=S)SP(=S)(S2)C=3C=CC(=CC3)OC (Lawesson's reagent). Run in C1=CC=CC=C1 (benzene). Conditions: time 4.5 hour. Yields the product CC1=CN=C(S1)C(F)(F)F (5-Methyl-2-trifluoromethylthiazole). As a reaction SMILES: [F:1][C:2]([F:11])([F:10])[C:3]([NH:5][CH2:6][C:7](=O)[CH3:8])=O.COC1C=CC(P2(SP(C3C=CC(OC)=CC=3)(=S)S2)=[S:21])=CC=1>C1C=CC=CC=1>[CH3:8][C:7]1[S:21][C:3]([C:2]([F:11])([F:10])[F:1])=[N:5][CH:6]=1. Procedure: Trifluoroacetamidoacetone (8.45 g, 50 mmol) and 20.2 g (50 mmol) of Lawesson's reagent were slurried in 100 mL of benzene and the mixture heated at reflux with stirring for 4-5 hr to obtain a clear solution. This was allowed to cool and was washed with 50 mL of 10 percent aqueous sodium hydroxide solution, dried over magnesium sulfate, and filtered. The resulting solution was kugelrohr distilled at 160° C. and the distillate was distilled through a 40 cm column packed with glass helices (to remo... Reactants: C(C)(C)(C)OC[C@@H](CCO)C ((R)-(+)-4-tert. butoxy-3-methyl-1-butanol), C1(=CC=C(C=C1)S(=O)(=O)OCC[C@H](COC(C)(C)C)C)C ((R)-(+)-4-tert. butoxy-3-methyl-1-butanol p-toluenesulfonate). Yields the product C(C)(C)(C)OC[C@@H](CCO)C.CC=1C=CC(=CC1)S(=O)(=O)O ((R)-(+)-4-tert. Butoxy-3-methyl-1-butanol p-toluenesulfonate). The yield is 90.0%. As a reaction SMILES: [C:1]([O:5][CH2:6][C@H:7]([CH3:11])[CH2:8][CH2:9][OH:10])([CH3:4])([CH3:3])[CH3:2].[C:12]1([CH3:32])[CH:17]=[CH:16][C:15]([S:18]([O:21]CC[C@@H](C)COC(C)(C)C)(=[O:20])=[O:19])=[CH:14][CH:13]=1>>[C:1]([O:5][CH2:6][C@H:7]([CH3:11])[CH2:8][CH2:9][OH:10])([CH3:3])([CH3:4])[CH3:2].[CH3:32][C:12]1[CH:17]=[CH:16][C:15]([S:18]([OH:21])(=[O:20])=[O:19])=[CH:14][CH:13]=1 |f:2.3|. Reported procedure: Using the procedure of Example 8, (R)-(+)-4-tert. butoxy-3-methyl-1-butanol was converted into (R)-(+)-4-tert. butoxy-3-methyl-1-butanol p-toluenesulfonate which was isolated in 90% yield as a pale yellow oil. The reactants are CC(C)(C)OC(=O)N1CCN(c2ccc3c(c2)C(=O)NCC3)CC1, ClC(Cl)(Cl)Cl, ClC(Cl)Cl, O=C1CCC(=O)N1Cl, CC(C)(C#N)N=NC(C)(C)C#N. The product is CC(C)(C)OC(=O)N1CCN(c2ccc3c(c2Cl)C(=O)NCC3)CC1. As a reaction SMILES: [C:1]([CH3:2])([CH3:3])([CH3:4])[O:5][C:6](=[O:7])[N:8]1[CH2:9][CH2:10][N:11]([c:14]2[cH:15][cH:16][c:17]3[c:22]([cH:23]2)[C:21](=[O:24])[NH:20][CH2:19][CH2:18]3)[CH2:12][CH2:13]1.[C:49]([Cl:50])([Cl:51])([Cl:52])[Cl:53].[CH:45]([Cl:46])([Cl:47])[Cl:48].[Cl:25][N:26]1[C:27](=[O:28])[CH2:29][CH2:30][C:31]1=[O:32].[N:33]#[C:34][C:35]([N:36]=[N:37][C:38]([C:39]#[N:40])([CH3:41])[CH3:42])([CH3:43])[CH3:44]>>[C:1]([CH3:2])([CH3:3])([CH3:4])[O:5][C:6](=[O:7])[N:8]1[CH2:9][CH2:10][N:11]([c:14]2[cH:15][cH:16][c:17]3[c:22]([c:23]2[Cl:25])[C:21](=[O:24])[NH:20][CH2:19][CH2:18]3)[CH2:12][CH2:13]1.